From a dataset of the Open Reaction Database (ORD), a public repository of structured organic reaction records. describe an organic reaction: reactants, conditions, products, and yield The reactants are [Li]CCCC, CCCCCC, C#CCCCC, Fc1ccc([Si](Cl)(CCl)c2ccc(F)cc2)cc1, C1CCOC1. Yields the product CCCCC#C[Si](CCl)(c1ccc(F)cc1)c1ccc(F)cc1. RXN SMILES: [CH2:7]([Li:8])[CH2:9][CH2:10][CH3:11].[CH3:12][CH2:13][CH2:14][CH2:15][CH2:16][CH3:17].[CH:1]#[C:2][CH2:3][CH2:4][CH2:5][CH3:6].[F:18][c:19]1[cH:20][cH:21][c:22]([Si:25]([CH2:26][Cl:27])([Cl:28])[c:29]2[cH:30][cH:31][c:32]([F:35])[cH:33][cH:34]2)[cH:23][cH:24]1.[O:36]1[CH2:37][CH2:38][CH2:39][CH2:40]1>>[C:1](#[C:2][CH2:3][CH2:4][CH2:5][CH3:6])[Si:25]([c:22]1[cH:21][cH:20][c:19]([F:18])[cH:24][cH:23]1)([CH2:26][Cl:27])[c:29]1[cH:30][cH:31][c:32]([F:35])[cH:33][cH:34]1. Starting materials: C(C)OC(CN1C(=NC(C2=C1N=CC=C2)=O)CCC2=C(C=C(C=C2)F)F)=O (Ethyl[2-[2-(2,4-difluorophenyl)ethyl]-4-oxopyrido[2,3-d]pyrimidin-1(4H)-yl]acetate), [OH-].[Li+] (lithium hydroxide). Solvent: C(C)O (ethanol), O (water). Run at time 2 hour. The product is FC1=C(C=CC(=C1)F)CCC1=NC(C2=C(N1CC(=O)O)N=CC=C2)=O ([2-[2-(2,4-Difluorophenyl)ethyl]-4-oxopyrido[2,3-d]pyrimidin-1(4H)-yl]acetic acid). Isolated yield 76.6%. RXN SMILES: C([O:3][C:4](=[O:27])[CH2:5][N:6]1[C:11]2[N:12]=[CH:13][CH:14]=[CH:15][C:10]=2[C:9](=[O:16])[N:8]=[C:7]1[CH2:17][CH2:18][C:19]1[CH:24]=[CH:23][C:22]([F:25])=[CH:21][C:20]=1[F:26])C.[OH-].[Li+]>C(O)C.O>[F:26][C:20]1[CH:21]=[C:22]([F:25])[CH:23]=[CH:24][C:19]=1[CH2:18][CH2:17][C:7]1[N:6]([CH2:5][C:4]([OH:27])=[O:3])[C:11]2[N:12]=[CH:13][CH:14]=[CH:15][C:10]=2[C:9](=[O:16])[N:8]=1 |f:1.2|. Procedure details: Ethyl[2-[2-(2,4-difluorophenyl)ethyl]-4-oxopyrido[2,3-d]pyrimidin-1(4H)-yl]acetate (Int. C1) (32.76 g, 1 equiv) was dissolved in ethanol (350 ml) and water (70 ml), cooled in ice, then aqueous lithium hydroxide (2M solution, 43.42 ml, 0.99 equiv) was added. Stirring was continued for 2 h at room temperature. The solution was concentrated in vacuo and the residue was redissolved in water (700 ml) and saturated aqueous sodium bicarbonate (50 ml), then washed with ethyl acetate (200 ml). The aqueou... The reactants are BrC1=C(C=C(C(=C1)OC)O)CC(=O)O ((2-Bromo-5-hydroxy-4-methoxy-phenyl)-acetic acid), C([O-])(O)=O.[Na+] (sodium bicarbonate). The solvent is CO (methanol), OS(=O)(=O)O (H2SO4). Run at time 18 hour. The product is COC(CC1=C(C=C(C(=C1)O)OC)Br)=O ((2-bromo-5-hydroxy-4-methoxy-phenyl)-acetic acid methyl ester). RXN SMILES: [Br:1][C:2]1[CH:7]=[C:6]([O:8][CH3:9])[C:5]([OH:10])=[CH:4][C:3]=1[CH2:11][C:12]([OH:14])=[O:13].[C:15](=O)(O)[O-].[Na+]>CO.OS(O)(=O)=O>[CH3:15][O:13][C:12](=[O:14])[CH2:11][C:3]1[CH:4]=[C:5]([OH:10])[C:6]([O:8][CH3:9])=[CH:7][C:2]=1[Br:1] |f:1.2|. Procedure details: (2-Bromo-5-hydroxy-4-methoxy-phenyl)-acetic acid (11 g) was dissolved in 150 ml methanol and 0.8 ml conc. H2SO4. The solution was stirred at room temperature for 18 hours. Saturated aqueous sodium bicarbonate solution was added until the mixture was basic and the mixture was concentrated under reduced pressure. The residue was partitioned between bicarbonate solution and ethyl acetate. The organic layer was dried over anhydrous sodium sulfate, filtered and concentrated under reduced pressure. Th... Reactants: CC(C)(C)C#CC=CCBr, O=C([O-])[O-], CCNCc1cccc(C(C)=O)c1, [K+], [K+], [Na+], [Na+], O=C([O-])[O-]. Product: CCN(CC=CC#CC(C)(C)C)Cc1cccc(C(C)=O)c1. Reaction SMILES: [Br:26][CH2:27][CH:28]=[CH:29][C:30]#[C:31][C:32]([CH3:33])([CH3:34])[CH3:35].[C:20](=[O:21])([O-:22])[O-:23].[CH2:1]([CH3:2])[NH:3][CH2:4][c:5]1[cH:6][c:7]([C:11]([CH3:12])=[O:13])[cH:8][cH:9][cH:10]1.[K+:24].[K+:25].[Na+:14].[Na+:15].[O-:16][C:17](=[O:18])[O-:19]>>[CH2:1]([CH3:2])[N:3]([CH2:4][c:5]1[cH:6][c:7]([C:11]([CH3:12])=[O:13])[cH:8][cH:9][cH:10]1)[CH2:27][CH:28]=[CH:29][C:30]#[C:31][C:32]([CH3:33])([CH3:34])[CH3:35]. Reactants: Cl (HCl), C(C)(C)(C)OC(=O)N1C2C=C(CC1CC2)B2OC(C(O2)(C)C)(C)C (3-(4,4,5,5-tetramethyl-[1,3,2]dioxaborolan-2-yl)-8-azabicyclo[3.2.1]oct-2-ene-8-carboxylic acid tert-butyl ester), BrC1=COC2=C1C=NC(=C2O[C@H](C)C2=C(C(=CC=C2Cl)F)Cl)N (3-bromo-7-[(R)-1-(2,6-dichloro-3-fluorophenyl)ethoxy]-furo[3,2-c]pyridin-6-ylamine), C([O-])([O-])=O.[K+].[K+] (potassium carbonate). Reagents/catalysts: C=1C=CC(=CC1)[P](C=2C=CC=CC2)(C=3C=CC=CC3)[Pd]([P](C=4C=CC=CC4)(C=5C=CC=CC5)C=6C=CC=CC6)([P](C=7C=CC=CC7)(C=8C=CC=CC8)C=9C=CC=CC9)[P](C=1C=CC=CC1)(C=1C=CC=CC1)C=1C=CC=CC1 (Pd(PPh3)4). Run in O1CCOCC1 (1,4-Dioxane), O1CCOCC1 (dioxane), COCCOC.O (DME Water). Reaction conditions: temperature 100 celsius, time 8 hour. The product is C12C=C(CC(CC1)N2)C2=COC1=C2C=NC(=C1O[C@H](C)C1=C(C(=CC=C1Cl)F)Cl)N (3-(8-Azabicyclo[3.2.1]oct-2-en-3-yl)-7-[(1R)-1-(2,6-dichloro-3-fluorophenyl)ethoxy]furo[3,2-c]pyridin-6-amine). As a reaction SMILES: C(OC([N:8]1[CH:13]2[CH2:14][CH2:15][CH:9]1[CH:10]=[C:11](B1OC(C)(C)C(C)(C)O1)[CH2:12]2)=O)(C)(C)C.Br[C:26]1[C:30]2[CH:31]=[N:32][C:33]([NH2:47])=[C:34]([O:35][C@@H:36]([C:38]3[C:43]([Cl:44])=[CH:42][CH:41]=[C:40]([F:45])[C:39]=3[Cl:46])[CH3:37])[C:29]=2[O:28][CH:27]=1.C(=O)([O-])[O-].[K+].[K+].Cl>O1CCOCC1.C1C=CC([P]([Pd]([P](C2C=CC=CC=2)(C2C=CC=CC=2)C2C=CC=CC=2)([P](C2C=CC=CC=2)(C2C=CC=CC=2)C2C=CC=CC=2)[P](C2C=CC=CC=2)(C2C=CC=CC=2)C2C=CC=CC=2)(C2C=CC=CC=2)C2C=CC=CC=2)=CC=1.COCCOC.O>[CH:9]12[NH:8][CH:13]([CH2:14][CH2:15]1)[CH2:12][C:11]([C:26]1[C:30]3[CH:31]=[N:32][C:33]([NH2:47])=[C:34]([O:35][C@@H:36]([C:38]4[C:43]([Cl:44])=[CH:42][CH:41]=[C:40]([F:45])[C:39]=4[Cl:46])[CH3:37])[C:29]=3[O:28][CH:27]=1)=[CH:10]2 |f:2.3.4,8.9,^1:64,66,85,104|. Procedure details: In a microwave vessel were added 3-(4,4,5,5-tetramethyl-[1,3,2]dioxaborolan-2-yl)-8-azabicyclo[3.2.1]oct-2-ene-8-carboxylic acid tert-butyl ester (60 mg, 0.2 mmol), 3-bromo-7-[(R)-1-(2,6-dichloro-3-fluorophenyl)ethoxy]-furo[3,2-c]pyridin-6-ylamine (0.098 g, 0.23 mmol), potassium carbonate (0.074 g, 0.54 mmol), DME/Water (4:1) (5 mL), and the vessel was degassed 3×. Pd(PPh3)4 (0.01 g, 0.009 mmol) was then added and the reaction mixture was heated in a microwave reactor to 100° C. for 30 min. The ... Starting materials: CC[N+](CC)(CC)Cc1ccccc1, ClC(Cl)Cl, [Cl-], COC(=O)COc1cc(C(=O)CCl)cs1, [N-]=[N+]=[N-], [Na+], O. Product: COC(=O)COc1cc(C(=O)CN=[N+]=[N-])cs1. As a reaction SMILES: [CH2:26]([N+:27]([CH2:28][CH3:29])([CH2:30][CH3:31])[CH2:32][CH3:33])[c:34]1[cH:35][cH:36][cH:37][cH:38][cH:39]1.[CH:21]([Cl:22])([Cl:23])[Cl:24].[Cl-:25].[Cl:5][CH2:6][C:7](=[O:8])[c:9]1[cH:10][c:11]([O:14][CH2:15][C:16](=[O:17])[O:18][CH3:19])[s:12][cH:13]1.[N-:2]=[N+:3]=[N-:4].[Na+:1].[OH2:20]>>[N:2](=[N+:3]=[N-:4])[CH2:6][C:7](=[O:8])[c:9]1[cH:10][c:11]([O:14][CH2:15][C:16](=[O:17])[O:18][CH3:19])[s:12][cH:13]1. The reactants are [BH4-], CCOC(C)=O, COc1ccc(C(N)=O)cc1F, [Na+], C1CCOC1. Product: COc1ccc(CN)cc1F. As a reaction SMILES: [BH4-:13].[CH3:20][CH2:21][O:22][C:23](=[O:24])[CH3:25].[F:1][c:2]1[cH:3][c:4]([C:5](=[O:6])[NH2:7])[cH:8][cH:9][c:10]1[O:11][CH3:12].[Na+:14].[O:15]1[CH2:16][CH2:17][CH2:18][CH2:19]1>>[F:1][c:2]1[cH:3][c:4]([CH2:5][NH2:7])[cH:8][cH:9][c:10]1[O:11][CH3:12]. Starting materials: N[C@@H](CC1=CNC2=CC=CC=C12)C(=O)NCCCCNC(=O)OC(C)(C)C (Trp-NH(CH2)4NHBoc), C=1C=CC2=C(C1)N=NN2O (HOBt), N([C@@H](CC1=CC=C(C=C1)OCC1=CC=CC=C1)C(=O)N[C@@H](C)C(=O)O)C(=O)OC(C)(C)C (N-Boc-Tyr(Bn)-Ala-OH), C(CCl)Cl (EDC). Solvent: C(Cl)Cl.CN(C)C=O (CH2Cl2 DMF). Yields the product N([C@@H](CC1=CC=C(C=C1)OCC1=CC=CC=C1)C(=O)N[C@@H](C)C(=O)N[C@@H](CC1=CNC2=CC=CC=C12)C(=O)NCCCCNC(=O)OC(C)(C)C)C(=O)OC(C)(C)C (N-Boc-Tyr(Bn)-Ala-Trp-NH(CH2)4NHBoc). Reaction SMILES: [NH2:1][C@H:2]([C:13]([NH:15][CH2:16][CH2:17][CH2:18][CH2:19][NH:20][C:21]([O:23][C:24]([CH3:27])([CH3:26])[CH3:25])=[O:22])=[O:14])[CH2:3][C:4]1[C:12]2[C:7](=[CH:8][CH:9]=[CH:10][CH:11]=2)[NH:6][CH:5]=1.[NH:28]([C:53]([O:55][C:56]([CH3:59])([CH3:58])[CH3:57])=[O:54])[C@H:29]([C:45]([NH:47][C@H:48]([C:50](O)=[O:51])[CH3:49])=[O:46])[CH2:30][C:31]1[CH:36]=[CH:35][C:34]([O:37][CH2:38][C:39]2[CH:44]=[CH:43][CH:42]=[CH:41][CH:40]=2)=[CH:33][CH:32]=1.C(Cl)CCl.C1C=CC2N(O)N=NC=2C=1>C(Cl)Cl.CN(C=O)C>[NH:28]([C:53]([O:55][C:56]([CH3:57])([CH3:59])[CH3:58])=[O:54])[C@H:29]([C:45]([NH:47][C@H:48]([C:50]([NH:1][C@H:2]([C:13]([NH:15][CH2:16][CH2:17][CH2:18][CH2:19][NH:20][C:21]([O:23][C:24]([CH3:27])([CH3:26])[CH3:25])=[O:22])=[O:14])[CH2:3][C:4]1[C:12]2[C:7](=[CH:8][CH:9]=[CH:10][CH:11]=2)[NH:6][CH:5]=1)=[O:51])[CH3:49])=[O:46])[CH2:30][C:31]1[CH:36]=[CH:35][C:34]([O:37][CH2:38][C:39]2[CH:44]=[CH:43][CH:42]=[CH:41][CH:40]=2)=[CH:33][CH:32]=1 |f:4.5|. Procedure: compound SP305R. Same procedure as above with Trp-NH(CH2)4NHBoc (204.6 mg, 0.546 mmol), N-Boc-Tyr(Bn)-Ala-OH (242 mg, 0.546 mmol), EDC (116 mg, 0.61 mmol) and HOBt (82.2 mg, 0.61 mmol) in CH2Cl2/DMF (2.2 mL, 1/1). The crude tripeptide (282 mg) can be recrystallized from hot THF to give a white solid as an analytical sample (89.1 mg, 31.5%). 1H NMR (300 MHz, DMSO-d6) δ 1.18-1.4 (m, 7H, 2 CH2 putrescine, CH3), 1.28 (s, 9H, (CH3)3), 1.37 (s, 9H, (CH3)3), 2.61 (m, 1H, CH2 Tyr or Trp), 2.85-3.1 (m, 7...